From a dataset of the Open Reaction Database (ORD), a public repository of structured organic reaction records. describe an organic reaction: reactants, conditions, products, and yield The reactants are CN(C=O)C (dimethylformamide), P(=O)(Cl)(Cl)Cl (phosphorus oxychloride), ice, FC(C1=CC(=CC=C1)C1=CC=NC=2N1N=CC2)(F)F (7-(α,α,α-trifluoro-m-tolyl)pyrazolo[1,5-a]pyrimidine). Yields the product FC(C1=CC(=CC=C1)C1=CC=NC=2N1N=CC2C=O)(F)F (7-(α,α,α-Trifluoro-m-tolyl)pyrazolo[1,5-a]pyrimidine-3-carboxaldehyde). RXN SMILES: P(Cl)(Cl)(Cl)=O.[F:6][C:7]([F:24])([F:23])[C:8]1[CH:13]=[CH:12][CH:11]=[C:10]([C:14]2[N:19]3[N:20]=[CH:21][CH:22]=[C:18]3[N:17]=[CH:16][CH:15]=2)[CH:9]=1.CN(C)[CH:27]=[O:28]>>[F:24][C:7]([F:23])([F:6])[C:8]1[CH:13]=[CH:12][CH:11]=[C:10]([C:14]2[N:19]3[N:20]=[CH:21][C:22]([CH:27]=[O:28])=[C:18]3[N:17]=[CH:16][CH:15]=2)[CH:9]=1. Procedure details: Five milliliters of phosphorus oxychloride is added dropwise to an ice cooled solution of 25 ml. of dimethylformamide and when this is complete 5.26 g. of 7-(α,α,α-trifluoro-m-tolyl)pyrazolo[1,5-a]pyrimidine is added and the reaction mixture is heated on a steam bath for one hour. This is poured onto ice and made strongly basic to yield the desired compound, recovered by subsequent filtration, m.p. 168°-170° C. Reactants: NC=1SC2=C(N1)C(=CC=C2)OC (2-amino-4-methoxy-benzothiazole), CC1=CC=C(S1)C(=O)Cl (5-methyl-thiophene-2-carboxylic acid chloride). Solvent: N1=CC=CC=C1 (pyridine). Product: COC1=CC=CC2=C1N=C(S2)NC(=O)C=2SC(=CC2)C (5-Methyl-thiophene-2-carboxylic acid (4-methoxy-benzothiazol-2-yl)-amide). RXN SMILES: [NH2:1][C:2]1[S:3][C:4]2[CH:10]=[CH:9][CH:8]=[C:7]([O:11][CH3:12])[C:5]=2[N:6]=1.[CH3:13][C:14]1[S:18][C:17]([C:19](Cl)=[O:20])=[CH:16][CH:15]=1>N1C=CC=CC=1>[CH3:12][O:11][C:7]1[C:5]2[N:6]=[C:2]([NH:1][C:19]([C:17]3[S:18][C:14]([CH3:13])=[CH:15][CH:16]=3)=[O:20])[S:3][C:4]=2[CH:10]=[CH:9][CH:8]=1. Reported procedure: Using 2-amino-4-methoxy-benzothiazole and 5-methyl-thiophene-2-carboxylic acid chloride in pyridine the title compound was obtained as a beige solid (95% yield), MS: m/e=304.1 (M+). The reactants are COC1=CC=C(C=C1)CC1N(C2=CC=CC=C2C=C1)C(C)C1=CC=CC=C1 ((4-methoxyphenyl)methyl-1-(1'-phenylethyl)quinoline), C(C)(=O)O (acetic acid), CCCCCC.CO (n-hexane MeOH), Cl (HCl). Reagents/catalysts: [Pd] (Pd/C). Solvent: C(C)OCC (diethyl ether). Yields the product COC1=CC=C(C=C1)C[C@H]1C[C@H]2CCCN[C@H]2CC1 ((+)(4aR,6R,8aS)-1,2,3,4,4a,5,6,7,8,8a-Decahydro-6-((4-methoxyphenyl)methyl)quinoline), hydrochloride salt. Reaction SMILES: COC1C=CC(C[CH:10]2[CH:19]=[CH:18][C:17]3[C:12](=[CH:13][CH:14]=[CH:15][CH:16]=3)[N:11]2C(C2C=CC=CC=2)C)=CC=1.[C:28](O)(=[O:30])C.Cl.[CH3:33][CH2:34][CH2:35][CH2:36][CH2:37][CH3:38].[CH3:39]O>C(OCC)C.[Pd]>[CH3:28][O:30][C:35]1[CH:34]=[CH:33][C:38]([CH2:39][C@@H:15]2[CH2:14][CH2:13][C@H:12]3[C@H:17]([CH2:18][CH2:19][CH2:10][NH:11]3)[CH2:16]2)=[CH:37][CH:36]=1 |f:3.4|. Reported procedure: (-)-(1'S,4aS,6R,8aS)-1,2,3,4,4a,5,6,7,8,8a-Decahydro-6-((4-methoxyphenyl)methyl-1-(1'-phenylethyl)quinoline (1.32 g, prepared according to Example 14) in n-hexane:MeOH (1:1, 80 ml) with 10% Pd/C (0.2 g) and glacial acetic acid (5 ml) was hydrogenated at 50 psi for 15 hours. The solution was filtered, evaporated under reduced pressure and the residue treated with sodium carbonate solution to give a product which was extracted into ethyl acetate. The ethyl acetate extract was dried (MgSO4) and eva... Starting materials: Br, COC(=O)C(C(=O)OC)c1ncc(C(C)=O)cc1Cl. Product: CC(=O)c1cnc(C)c(Cl)c1. Reaction SMILES: [BrH:20].[C:1]([CH3:2])(=[O:3])[c:4]1[cH:5][c:6]([Cl:19])[c:7]([CH:10]([C:11]([O:12][CH3:13])=[O:14])[C:15]([O:16][CH3:17])=[O:18])[n:8][cH:9]1>>[C:1]([CH3:2])(=[O:3])[c:4]1[cH:5][c:6]([Cl:19])[c:7]([CH3:10])[n:8][cH:9]1. Starting materials: CO, CC(C)(C)C1CO1, [Cl-], [N-]=[N+]=[N-], [NH4+], [Na+], O. Yields the product CC(C)(C)C(O)CN=[N+]=[N-]. RXN SMILES: [CH3:15][OH:16].[CH3:7][C:8]([CH:9]1[CH2:10][O:11]1)([CH3:12])[CH3:13].[Cl-:5].[N-:2]=[N+:3]=[N-:4].[NH4+:6].[Na+:1].[OH2:14]>>[N:2](=[N+:3]=[N-:4])[CH2:10][CH:9]([C:8]([CH3:7])([CH3:12])[CH3:13])[OH:11]. The reactants are BrC1=C2C=NNC2=CC(=C1)C(F)(F)F (4-bromo-6-(trifluoromethyl)-1H-indazole), COC(=O)C1=CC(=C(C=C1)B(O)O)C ((4-(methoxycarbonyl)-2-methylphenyl)boronic acid). Reagents/catalysts: C1=CC=C(C=C1)P([C-]2C=CC=C2)C3=CC=CC=C3.C1=CC=C(C=C1)P([C-]2C=CC=C2)C3=CC=CC=C3.Cl[Pd]Cl.[Fe+2] (PdCl2(dppf)). The solvent is O1CCOCC1 (dioxane), C(=O)(O)[O-].[Na+] (NaHCO3). Reaction conditions: temperature 140 celsius. The product is CC=1C=C(C(=O)OC)C=CC1C1=C2C=NNC2=CC(=C1)C(F)(F)F (methyl 3-methyl-4-(6-(trifluoromethyl)-1H-indazol-4-yl)benzoate). Reaction SMILES: Br[C:2]1[CH:10]=[C:9]([C:11]([F:14])([F:13])[F:12])[CH:8]=[C:7]2[C:3]=1[CH:4]=[N:5][NH:6]2.[CH3:15][O:16][C:17]([C:19]1[CH:24]=[CH:23][C:22](B(O)O)=[C:21]([CH3:28])[CH:20]=1)=[O:18]>O1CCOCC1.C([O-])(O)=O.[Na+].C1C=CC(P(C2C=CC=CC=2)[C-]2C=CC=C2)=CC=1.C1C=CC(P(C2C=CC=CC=2)[C-]2C=CC=C2)=CC=1.Cl[Pd]Cl.[Fe+2]>[CH3:28][C:21]1[CH:20]=[C:19]([CH:24]=[CH:23][C:22]=1[C:2]1[CH:10]=[C:9]([C:11]([F:14])([F:13])[F:12])[CH:8]=[C:7]2[C:3]=1[CH:4]=[N:5][NH:6]2)[C:17]([O:16][CH3:15])=[O:18] |f:3.4,5.6.7.8|. Procedure details: To a microwave vial was added a mixture 4-bromo-6-(trifluoromethyl)-1H-indazole (0.478 g, 1.804 mmol), (4-(methoxycarbonyl)-2-methylphenyl)boronic acid (0.35 g, 1.804 mmol) and PdCl2(dppf) (0.066 g, 0.090 mmol) in dioxane (10 mL) and aqueous saturated NaHCO3 (3 mL). The resulting light yellow suspension was heated at 140° C. for 60 minutes in a microwave reactor. The reaction mixture was subsequently concentrated and the residue was diluted with EtOAc and washed with water. The volatiles were re... The reactants are ClC1=CC(=C(C=C1C)O)[N+](=O)[O-] (4-chloro-5-methyl-2-nitrophenol), Cl (hydrochloric acid), [Cl-].[NH4+] (ammonium chloride). Reagents/catalysts: [Zn] (zinc). Run in CO (methanol), O (water). Conditions: time 4 hour. Product: NC1=C(C=C(C(=C1)Cl)C)O (2-amino-4-chloro-5-methylphenol). Yield: 33.3%. Reaction SMILES: [Cl:1][C:2]1[C:7]([CH3:8])=[CH:6][C:5]([OH:9])=[C:4]([N+:10]([O-])=O)[CH:3]=1.Cl.[Cl-].[NH4+]>CO.O.[Zn]>[NH2:10][C:4]1[CH:3]=[C:2]([Cl:1])[C:7]([CH3:8])=[CH:6][C:5]=1[OH:9] |f:2.3|. Procedure: To a solution of 4-chloro-5-methyl-2-nitrophenol (5.0 g) in methanol (100 mL) at 0° C. was added zinc powder (8.71 g), which was activated by hydrochloric acid in advance, and a solution of ammonium chloride (7.1 g) in water (20 mL). The suspension was stirred for 4 h at room temperature. Then the insoluble material was filtered off through celite, and the celite cake was washed with ethyl acetate (100 mL). The filtrate and washings were combined and concentrated under reduced pressure. The resi...